Dataset: the Open Reaction Database (ORD), a public repository of structured organic reaction records. Task: describe an organic reaction: reactants, conditions, products, and yield Reactants: CCCCBr, CCc1nc2ncnc(-c3c(C)cc(C)cc3C)c2[nH]1, CCOC(C)=O, [H-], [Na+]. Product: CCCCn1c(CC)nc2c(-c3c(C)cc(C)cc3C)ncnc21. RXN SMILES: [Br:23][CH2:24][CH2:25][CH2:26][CH3:27].[CH2:1]([CH3:2])[c:3]1[n:4][c:5]2[n:6][cH:7][n:8][c:9](-[c:12]3[c:13]([CH3:20])[cH:14][c:15]([CH3:19])[cH:16][c:17]3[CH3:18])[c:10]2[nH:11]1.[CH3:28][CH2:29][O:30][C:31](=[O:32])[CH3:33].[H-:21].[Na+:22]>>[CH2:1]([CH3:2])[c:3]1[n:4]([CH2:24][CH2:25][CH2:26][CH3:27])[c:5]2[n:6][cH:7][n:8][c:9](-[c:12]3[c:13]([CH3:20])[cH:14][c:15]([CH3:19])[cH:16][c:17]3[CH3:18])[c:10]2[n:11]1. The reactants are CC(C)=O, O=Cc1ccc(Cl)cc1Cl, [Na+], [OH-], O. Yields the product CC(=O)C=Cc1ccc(Cl)cc1Cl. As a reaction SMILES: [CH3:11][C:12]([CH3:13])=[O:14].[Cl:1][c:2]1[c:3]([CH:4]=[O:5])[cH:6][cH:7][c:8]([Cl:10])[cH:9]1.[Na+:16].[OH-:15].[OH2:17]>>[Cl:1][c:2]1[c:3]([CH:4]=[CH:11][C:12]([CH3:13])=[O:14])[cH:6][cH:7][c:8]([Cl:10])[cH:9]1. Reactants: N1C(CC2=CC=CC=C12)=O (oxindole), [H-] (hydride), CN(C)C=O (DMF), ClC1=NC=NC2=CC(=C(C=C12)OC)OCCN1C=NC=C1 (4-chloro-7-(2-(imidazol-1-yl)ethoxy)-6-methoxyquinazoline). Solvent: C1CCOC1 (THF), C1CCOC1 (THF). Reaction conditions: time 30 minute. Yields the product Cl.N1(C=NC=C1)CCOC1=C(C=C2C(=NC=NC2=C1)C1C(NC2=CC=CC=C12)=O)OC (7-(2-(imidazol-1-yl)ethoxy)-6-methoxy4-(oxindol-3-yl)quinazoline hydrochloride). Yield: 61.3%. Reaction SMILES: [NH:1]1[C:9]2[C:4](=[CH:5][CH:6]=[CH:7][CH:8]=2)[CH2:3][C:2]1=[O:10].[H-].CN(C=O)C.[Cl:17][C:18]1[C:27]2[C:22](=[CH:23][C:24]([O:30][CH2:31][CH2:32][N:33]3[CH:37]=[CH:36][N:35]=[CH:34]3)=[C:25]([O:28][CH3:29])[CH:26]=2)[N:21]=[CH:20][N:19]=1>C1COCC1>[ClH:17].[N:33]1([CH2:32][CH2:31][O:30][C:24]2[CH:23]=[C:22]3[C:27]([C:18]([CH:3]4[C:4]5[C:9](=[CH:8][CH:7]=[CH:6][CH:5]=5)[NH:1][C:2]4=[O:10])=[N:19][CH:20]=[N:21]3)=[CH:26][C:25]=2[O:28][CH3:29])[CH:37]=[CH:36][N:35]=[CH:34]1 |f:5.6|. Procedure: A solution of oxindole (164 mg, 1.23 mmol) in THF (3 ml) was added dropwise under nitrogen, to sodiun hydride (49 mg, 1.23 mmol, prewashed with hexane) in THF (3 ml). The mixture was stirred for 30 minutes at ambient temperature and DMF (2 ml) and then 4-chloro-7-(2-(imidazol-1-yl)ethoxy)-6-methoxyquinazoline (125 mg, 0.41 mmol) was added. The mixture was heated at 60° C. for 30 minutes and the THF was removed by evaporation. The residue was partitioned between saturated aqueous ammonium chlorid... The reactants are C(=O)(OC)C=CCOC1=CC=C(C=C1)CC(C)=O (1-(4-(3-carbomethoxyprop-2-eneoxy) phenyl) propan-2-one), OC(CN)C1=CC=C(C=C1)Cl (2-hydroxy-2-(4-chlorophenyl) ethanamine), O (water). Solvent: C1=CC=CC=C1 (benzene). Run at temperature 0 celsius, time 1 hour. The product is C(=O)(OC)C=CCOC1=CC=C(C=C1)CC(C)NCC(C1=CC=C(C=C1)Cl)O (N-[2-(4-(3-Carbomethoxyprop-2-eneoxy)phenyl)-1-methylethyl]-2-hydroxy-2-(4-chlorophenyl) ethanamine). Yield: 83.9%. Reaction SMILES: [C:1]([CH:5]=[CH:6][CH2:7][O:8][C:9]1[CH:14]=[CH:13][C:12]([CH2:15][C:16](=O)[CH3:17])=[CH:11][CH:10]=1)([O:3][CH3:4])=[O:2].[OH:19][CH:20]([C:23]1[CH:28]=[CH:27][C:26]([Cl:29])=[CH:25][CH:24]=1)[CH2:21][NH2:22].O>C1C=CC=CC=1>[C:1]([CH:5]=[CH:6][CH2:7][O:8][C:9]1[CH:14]=[CH:13][C:12]([CH2:15][CH:16]([NH:22][CH2:21][CH:20]([OH:19])[C:23]2[CH:28]=[CH:27][C:26]([Cl:29])=[CH:25][CH:24]=2)[CH3:17])=[CH:11][CH:10]=1)([O:3][CH3:4])=[O:2]. Procedure details: A mixture of 1-(4-(3-carbomethoxyprop-2-eneoxy) phenyl) propan-2-one (2.27 g) and 2-hydroxy-2-(4-chlorophenyl) ethanamine (1.57 g) in benzene (100 ml) was boiled under reflux with azeotropic removal of water using a Dean and Stark trap. The solution was evaporated, the residue dissolved in methanol (50 ml), cooled in ice and sodium borohydride added. The solution was stirred for 1 hour at 0° C., the methanol evaporated, and the residue partitioned between water and ethyl acetate. The ethyl aceta... Reactants: [OH-].[K+] (Potassium hydroxide), N1C=CC2=CC=CC=C12 (1H-indole), C1=CCN2C=CC(C=C12)=O (7-indolizinone). The solvent is O (water). Yields the product C1CCN2CC=C(CC12)C1=CNC2=CC=CC=C12 (3-(1,2,3,4,5,8-Hexahydroindolizin-7-yl)-1H-indole). The yield is 83.5%. Reaction SMILES: [OH-].[K+].[NH:3]1[C:11]2[C:6](=[CH:7][CH:8]=[CH:9][CH:10]=2)[CH:5]=[CH:4]1.[CH:12]1[C:20]2[N:15]([CH:16]=[CH:17][C:18](=O)[CH:19]=2)[CH2:14][CH:13]=1>O>[CH2:12]1[CH:20]2[N:15]([CH2:16][CH:17]=[C:18]([C:5]3[C:6]4[C:11](=[CH:10][CH:9]=[CH:8][CH:7]=4)[NH:3][CH:4]=3)[CH2:19]2)[CH2:14][CH2:13]1 |f:0.1|. Reported procedure: Potassium hydroxide (10% in methanol, 15 ml, 26.8 mmol), 1H-indole (1.5 g, 13 mmol), and 7-indolizinone (1.39 g, 10 mmol) were combined and heated to reflux for 15 hours. The mixture was diluted with water and the precipitate was filtered. The brown filter cake was triturated with hot methanol, cooled to room temperature, and the solid collected to give 1.99 g of desired product. (84%). Reactants: O(S(=O)(=O)C(F)(F)F)CCO[Si](C)(C)C(C)(C)C (2-(-t-butyldimethylsilyl)oxyethyl triflate), C[C@@H]1CC[C@H]2C[C@@H](/C(=C/C=C/C=C/[C@H](C[C@H](C(=O)[C@@H]([C@@H](/C(=C/[C@H](C(=O)C[C@H](OC(=O)[C@@H]3CCCCN3C(=O)C(=O)[C@@]1(O2)O)[C@H](C)C[C@@H]4CC[C@H]([C@@H](C4)OC)O)C)/C)O)OC)C)C)/C)OC (Sirolimus). Product: C[C@@H]1CC[C@H]2C[C@@H](/C(=C/C=C/C=C/[C@H](C[C@H](C(=O)[C@@H]([C@@H](/C(=C/[C@H](C(=O)C[C@H](OC(=O)[C@@H]3CCCCN3C(=O)C(=O)[C@@]1(O2)O)[C@H](C)C[C@@H]4CC[C@H]([C@@H](C4)OC)OCCO)C)/C)O)OC)C)C)/C)OC (Everolimus). Reaction SMILES: [O:1]([CH2:9][CH2:10]O[Si](C(C)(C)C)(C)C)S(C(F)(F)F)(=O)=O.[CH3:19][C@H:20]1[C@@:59]2([OH:61])[O:60][C@H:23]([CH2:24][C@H:25]([O:82][CH3:83])[C:26]([CH3:81])=[CH:27][CH:28]=[CH:29][CH:30]=[CH:31][C@@H:32]([CH3:80])[CH2:33][C@@H:34]([CH3:79])[C:35]([C@H:37]([O:77][CH3:78])[C@H:38]([OH:76])[C:39]([CH3:75])=[CH:40][C@@H:41]([CH3:74])[C:42]([CH2:44][C@@H:45]([C@@H:62]([CH2:64][C@H:65]3[CH2:70][C@@H:69]([O:71][CH3:72])[C@H:68]([OH:73])[CH2:67][CH2:66]3)[CH3:63])[O:46][C:47]([C@H:49]3[N:54]([C:55]([C:57]2=[O:58])=[O:56])[CH2:53][CH2:52][CH2:51][CH2:50]3)=[O:48])=[O:43])=[O:36])[CH2:22][CH2:21]1>>[CH3:19][C@H:20]1[C@@:59]2([OH:61])[O:60][C@H:23]([CH2:24][C@H:25]([O:82][CH3:83])[C:26]([CH3:81])=[CH:27][CH:28]=[CH:29][CH:30]=[CH:31][C@@H:32]([CH3:80])[CH2:33][C@@H:34]([CH3:79])[C:35]([C@H:37]([O:77][CH3:78])[C@H:38]([OH:76])[C:39]([CH3:75])=[CH:40][C@@H:41]([CH3:74])[C:42]([CH2:44][C@@H:45]([C@@H:62]([CH2:64][C@H:65]3[CH2:70][C@@H:69]([O:71][CH3:72])[C@H:68]([O:73][CH2:10][CH2:9][OH:1])[CH2:67][CH2:66]3)[CH3:63])[O:46][C:47]([C@H:49]3[N:54]([C:55]([C:57]2=[O:58])=[O:56])[CH2:53][CH2:52][CH2:51][CH2:50]3)=[O:48])=[O:43])=[O:36])[CH2:22][CH2:21]1. Procedure: Accordingly, the present disclosure relates to a process for obtaining Everolimus, said process comprising acts of a) adding 2-(-t-butyldimethylsilyl)oxyethyl triflate (2) to Sirolimus to obtain crude 40-O-[2-(t-butyldimethylsilyl)oxy]ethyl rapamycin (3) and b) treating and purifying the crude 40-O-[2-(t-butyldimethylsilyl)oxy]ethyl rapamycin (3) to obtain Everolimus; a process for obtaining Everolimus, said process comprising acts of a) adding Sirolimus to 2-(-t-butyldimethylsilyl)oxyethyl trif...